This data is from the Open Reaction Database (ORD), a public repository of structured organic reaction records. The task is: describe an organic reaction: reactants, conditions, products, and yield Reactants: C([O-])([O-])=O.[Na+].[Na+] (sodium carbonate), NCCN1CCN(CC1)CCCOC1=CC=CC=C1 (1-(2-aminoethyl)-4-[3-(phenoxy)propyl]piperazine), ClC1=NC=CC=2C(=CC=CC12)S(=O)(=O)O (1-chloro-5-isoquinolinesulfonic acid), S(=O)(Cl)Cl (thionyl chloride), resultant mixture, resultant mixture. Solvent: C(C)N(CC)CC (triethylamine), ClCCl (dichloromethane), ClCCl (dichloromethane), CN(C=O)C (dimethylformamide), ice water. Yields the product ClC(CNS(=O)(=O)C=1C=2C=CN=CC2C=CC1)N1CCN(CC1)CCCOC1=CC=CC=C1 (1 -(1-chloro-5-isoquinolinesulfonylaminoethyl)-4-[3-(phenoxy) propyl]piperazine). The yield is 69.0%. Reaction SMILES: Cl[C:2]1[C:11]2[CH:10]=[CH:9][CH:8]=[C:7]([S:12]([OH:15])(=[O:14])=O)[C:6]=2[CH:5]=[CH:4][N:3]=1.S(Cl)([Cl:18])=O.C(=O)([O-])[O-].[Na+].[Na+].[NH2:26][CH2:27][CH2:28][N:29]1[CH2:34][CH2:33][N:32]([CH2:35][CH2:36][CH2:37][O:38][C:39]2[CH:44]=[CH:43][CH:42]=[CH:41][CH:40]=2)[CH2:31][CH2:30]1>C(N(CC)CC)C.ClCCl.CN(C)C=O>[Cl:18][CH:28]([N:29]1[CH2:34][CH2:33][N:32]([CH2:35][CH2:36][CH2:37][O:38][C:39]2[CH:40]=[CH:41][CH:42]=[CH:43][CH:44]=2)[CH2:31][CH2:30]1)[CH2:27][NH:26][S:12]([C:7]1[C:6]2[CH:5]=[CH:4][N:3]=[CH:2][C:11]=2[CH:10]=[CH:9][CH:8]=1)(=[O:14])=[O:15] |f:2.3.4|. Procedure details: To 14.2 g of 1-chloro-5-isoquinolinesulfonic acid were added 142 ml of thionyl chloride and 1 . 42 ml of dimethylformamide. The resultant mixture was heated under reflux for 3 hours and the thionyl chloride was removed by distillation under reduced pressure to obtain a residue. The thus obtained residue was dissolved in 100 ml of ice water and adjusted to a pH of 6 with a saturated aqueous sodium carbonate solution, followed by extraction with 100 ml of dichloromethane to obtain a dichloromethan... Reactants: C(C(=O)Cl)(=O)Cl (Oxalyl chloride), CC1N(C(CC1)C)C1=C(C=C(C(=O)O)C=C1)[N+](=O)[O-] (4-(2,5-dimethylpyrrolidin-1-yl)-3-nitrobenzoic acid), ON=C(N)C1=C(C=CC=C1)OC (N′-Hydroxy-2-methoxybenzenecarboximidamide), CCN(C(C)C)C(C)C (DIEA). Yields the product CC1N(C(CC1)C)C1=C(C=C(C=C1)C1=NC(=NO1)C1=C(C=CC=C1)OC)[N+](=O)[O-] (5-[4-(2,5-dimethylpyrrolidin-1-yl)-3-nitrophenyl]-3-(2-methoxyphenyl)-1,2,4-oxadiazole). Reaction SMILES: C(Cl)(=O)C(Cl)=O.[CH3:7][CH:8]1[CH2:12][CH2:11][CH:10]([CH3:13])[N:9]1[C:14]1[CH:22]=[CH:21][C:17]([C:18]([OH:20])=O)=[CH:16][C:15]=1[N+:23]([O-:25])=[O:24].O[N:27]=[C:28]([C:30]1[CH:35]=[CH:34][CH:33]=[CH:32][C:31]=1[O:36][CH3:37])[NH2:29].CCN(C(C)C)C(C)C>>[CH3:13][CH:10]1[CH2:11][CH2:12][CH:8]([CH3:7])[N:9]1[C:14]1[CH:22]=[CH:21][C:17]([C:18]2[O:20][N:29]=[C:28]([C:30]3[CH:35]=[CH:34][CH:33]=[CH:32][C:31]=3[O:36][CH3:37])[N:27]=2)=[CH:16][C:15]=1[N+:23]([O-:25])=[O:24]. Procedure details: Oxalyl chloride (152 mg; 1.2 mmol; 3 eq.), Intermediate 25 (106 mg; 0.4 mmol; 1 eq.), Intermediate 1 (66 mg; 0.4 mmol, 1 eq.) and DIEA (155 mg; 1.2 mmol; 3 eq.) were reacted according to general procedure 2. Purification by precipitation from Et2O/n-pentane afforded the title compound as a yellow solid. The reactants are ClC1=CC=C(C=C1)S(=O)(=O)NC(C(=O)NC1=CC=C(C=C1)C(=O)OCC)CO ((RS)-2-(4-chlorobenzenesulfonylamino)-N-(4-ethoxycarbonylphenyl)-3-hydroxypropanamide), S(=O)(=O)(C)Cl (mesyl chloride). Product: ClC1=CC=C(C=C1)S(=O)(=O)NC(C(=O)NC1=CC=C(C=C1)C(=O)OCC)COS(=O)(=O)C ((RS)-2-(4-chlorobenzenesulfonylamino)-N-(4-ethoxycarbonylphenyl)-3-methanesulfonyloxypropanamide). RXN SMILES: [Cl:1][C:2]1[CH:7]=[CH:6][C:5]([S:8]([NH:11][CH:12]([CH2:27][OH:28])[C:13]([NH:15][C:16]2[CH:21]=[CH:20][C:19]([C:22]([O:24][CH2:25][CH3:26])=[O:23])=[CH:18][CH:17]=2)=[O:14])(=[O:10])=[O:9])=[CH:4][CH:3]=1.[S:29](Cl)([CH3:32])(=[O:31])=[O:30]>>[Cl:1][C:2]1[CH:3]=[CH:4][C:5]([S:8]([NH:11][CH:12]([CH2:27][O:28][S:29]([CH3:32])(=[O:31])=[O:30])[C:13]([NH:15][C:16]2[CH:21]=[CH:20][C:19]([C:22]([O:24][CH2:25][CH3:26])=[O:23])=[CH:18][CH:17]=2)=[O:14])(=[O:9])=[O:10])=[CH:6][CH:7]=1. Procedure: The procedure described in Example 65 was repeated, except that (RS)-2-(4-chlorobenzenesulfonylamino)-N-(4-ethoxycarbonylphenyl)-3-hydroxypropanamide (1 g) was reacted with mesyl chloride to obtain (RS)-2-(4-chlorobenzenesulfonylamino)-N-(4-ethoxycarbonylphenyl)-3-methanesulfonyloxypropanamide (943 mg). CHCl3 was used for recrystallization. RXN SMILES: [Cl:1][c:2]1[c:3]([OH:20])[c:4]([C:5](=[O:6])[c:7]2[c:8]([F:14])[cH:9][cH:10][c:11]([F:13])[cH:12]2)[cH:15][cH:16][c:17]1[O:18][CH3:19].[ClH:23].[NH2:21][OH:22].[cH:24]1[cH:25][cH:26][n:27][cH:28][cH:29]1>>[Cl:1][c:2]1[c:3]([OH:20])[c:4]([C:5]([c:7]2[c:8]([F:14])[cH:9][cH:10][c:11]([F:13])[cH:12]2)=[N:21][OH:22])[cH:15][cH:16][c:17]1[O:18][CH3:19]. The product is COc1ccc(C(=NO)c2cc(F)ccc2F)c(O)c1Cl. The reactants are COc1ccc(C(=O)c2cc(F)ccc2F)c(O)c1Cl, Cl, NO, c1ccncc1. The reactants are COC1=C(C(=CC=C1)OC)C1=CC=CC2=C1SC1=C2C=CC=C1 (4-(2,6-Dimethoxyphenyl)-dibenzothiophene), Cl.[NH+]1=CC=CC=C1 (pyridinium hydrochloride). The solvent is O (water). The product is C1=CC=C(C=2SC3=C(C21)C=CC=C3)C3=C(C=CC=C3O)O (2-(dibenzo[b,d]thiophen-4-yl)benzene-1,3-diol). The yield is 87.7%. Reaction SMILES: C[O:2][C:3]1[CH:8]=[CH:7][CH:6]=[C:5]([O:9]C)[C:4]=1[C:11]1[C:16]2[S:17][C:18]3[CH:23]=[CH:22][CH:21]=[CH:20][C:19]=3[C:15]=2[CH:14]=[CH:13][CH:12]=1.Cl.[NH+]1C=CC=CC=1>O>[CH:14]1[C:15]2[C:19]3[CH:20]=[CH:21][CH:22]=[CH:23][C:18]=3[S:17][C:16]=2[C:11]([C:4]2[C:5]([OH:9])=[CH:6][CH:7]=[CH:8][C:3]=2[OH:2])=[CH:12][CH:13]=1 |f:1.2|. Procedure: 4-(2,6-Dimethoxyphenyl)-dibenzothiophene (9.00 g) and pyridinium hydrochloride (20 g) were placed in the 100 mL round-bottom flask, equipped with a magnetic stirrer. The flask was immersed in the pre-heated oil bath (220° C., 1 hour), cooled down to room temperature and dissolved in 200 ml of water. The solution was extracted with ethyl acetate (4×50 mL), organic fractions were combined, dried over sodium sulfate, filtered and evaporated, providing 2-(dibenzo[b,d]thiophen-4-yl)benzene-1,3-diol (... The reactants are ClC(Cl)Cl, CCCCCCCCCCC(O)CCCCCNc1ccc(C(=O)OCC)cc1, O=S(Cl)Cl, c1ccncc1. Yields the product CCCCCCCCCCC(Cl)CCCCCNc1ccc(C(=O)OCC)cc1. As a reaction SMILES: [CH:40]([Cl:41])([Cl:42])[Cl:43].[OH:1][CH:2]([CH2:3][CH2:4][CH2:5][CH2:6][CH2:7][NH:8][c:9]1[cH:10][cH:11][c:12]([C:13](=[O:14])[O:15][CH2:16][CH3:17])[cH:18][cH:19]1)[CH2:20][CH2:21][CH2:22][CH2:23][CH2:24][CH2:25][CH2:26][CH2:27][CH2:28][CH3:29].[S:36]([Cl:37])([Cl:38])=[O:39].[cH:30]1[cH:31][cH:32][n:33][cH:34][cH:35]1>>[CH:2]([CH2:3][CH2:4][CH2:5][CH2:6][CH2:7][NH:8][c:9]1[cH:10][cH:11][c:12]([C:13](=[O:14])[O:15][CH2:16][CH3:17])[cH:18][cH:19]1)([CH2:20][CH2:21][CH2:22][CH2:23][CH2:24][CH2:25][CH2:26][CH2:27][CH2:28][CH3:29])[Cl:38]. Starting materials: FC1=C(C=C(C=C1)S(=O)(=O)CCC)C#C[Si](C)(C)C ({[2-Fluoro-5-(propylsulfonyl)phenyl]ethynyl}trimethyl silane), COC1C(S(C2=C1C=CC(=C2)Br)(=O)=O)(C)C (6-bromo-2,2-dimethyl-1,1-dioxido-2,3-dihydro-1-benzothien-3-yl methyl ether), COC1C(S(C2=C1C=CC(=C2)Br)(=O)=O)(C)C (6-bromo-2,2-dimethyl-1,1-dioxido-2,3-dihydro-1-benzothien-3-yl methyl ether), C(C)(C)(C)OC(COC1=C(C=C(C=C1)Cl)C#C)=O (tert-butyl(4-chloro-2-ethynylphenoxy)acetate), C(C)(C)(C)OC(COC1=C(C=C(C=C1)Cl)C#C)=O (tert-butyl(4-chloro-2-ethynylphenoxy)acetate). The product is C(C)(C)(C)OC(COC1=C(C=C(C=C1)Cl)C#CC1=CC2=C(C(C(S2(=O)=O)(C)C)OC)C=C1)=O (tert-butyl{4-chloro-2-[(3-methoxy-2,2-dimethyl-1,1-dioxido-2,3-dihydro-1-benzothien-6-yl)ethynyl]phenoxy}acetate). RXN SMILES: FC1C=CC(S(CCC)(=O)=O)=CC=1C#C[Si](C)(C)C.[C:20]([O:24][C:25](=[O:37])[CH2:26][O:27][C:28]1[CH:33]=[CH:32][C:31]([Cl:34])=[CH:30][C:29]=1[C:35]#[CH:36])([CH3:23])([CH3:22])[CH3:21].[CH3:38][O:39][CH:40]1[C:44]2[CH:45]=[CH:46][C:47](Br)=[CH:48][C:43]=2[S:42](=[O:51])(=[O:50])[C:41]1([CH3:53])[CH3:52]>>[C:20]([O:24][C:25](=[O:37])[CH2:26][O:27][C:28]1[CH:33]=[CH:32][C:31]([Cl:34])=[CH:30][C:29]=1[C:35]#[C:36][C:47]1[CH:46]=[CH:45][C:44]2[CH:40]([O:39][CH3:38])[C:41]([CH3:53])([CH3:52])[S:42](=[O:50])(=[O:51])[C:43]=2[CH:48]=1)([CH3:23])([CH3:22])[CH3:21]. Procedure: Following the general method as outlined in Intermediate 107, starting from (4-chloro-2-ethynyl-phenoxy)-acetic acid tert-butyl ester (Intermediate 3) and 6-bromo-2,2-dimethyl-1,1-dioxido-2,3-dihydro-1-benzothien-3-yl methyl ether (Intermediate 248), the title compound was obtained after purification by flash column chromatography (silica), eluting with cyclohexane containing increasing amounts of EtOAc. The reactants are C(C)(C)(C)C1=NN(C(=C1)NC(=O)NC1=CC(=CC=C1)OC=1C=NC=CC1)C=1C=C2CC(N(CC2=CC1)C(=O)OC(C)(C)C)C(=O)OCC (2-t-butyl 3-ethyl 6-(3-t-butyl-5-(3-(3-(pyridin-3-yloxy)phenyl)ureido)-1H-pyrazol-1-yl)-3,4-dihydroisoquinoline-2,3(1H)-dicarboxylate), NCC(CO)O (3-amino-1,2-dihydroxypropane). Run in CO (MeOH), Cl (hydrochloric acid), CO (MeOH). Procedure details: Using the same procedureas for Example 179, 2-t-butyl 3-ethyl 6-(3-t-butyl-5-(3-(3-(pyridin-3-yloxy)phenyl)ureido)-1H-pyrazol-1-yl)-3,4-dihydroisoquinoline-2,3(1H)-dicarboxylate (0.029 g, 0.044 mmol), available from experimental 184) in 3N hydrochloric acid in MeOH (10.0 mL) was stirred at RT for 1 h. The solvent was evaporated and the residue was dissolved in 3-amino-1,2-dihydroxypropane (0.200 g, 2.2 mmol) in MeOH (0.5 mL) and the solution was stirred at RT for 2 d. The solvent was evaporated ... Run at time 2 day. Reaction SMILES: [C:1]([C:5]1[CH:9]=[C:8]([NH:10][C:11]([NH:13][C:14]2[CH:19]=[CH:18][CH:17]=[C:16]([O:20][C:21]3[CH:22]=[N:23][CH:24]=[CH:25][CH:26]=3)[CH:15]=2)=[O:12])[N:7]([C:27]2[CH:28]=[C:29]3[C:34](=[CH:35][CH:36]=2)[CH2:33][N:32](C(OC(C)(C)C)=O)[CH:31]([C:44](OCC)=[O:45])[CH2:30]3)[N:6]=1)([CH3:4])([CH3:3])[CH3:2].[NH2:49][CH2:50][CH:51]([OH:54])[CH2:52][OH:53]>Cl.CO>[OH:54][CH:51]([CH2:52][OH:53])[CH2:50][NH:49][C:44]([CH:31]1[C:30]2[C:29](=[CH:28][C:27]([N:7]3[C:8]([NH:10][C:11]([NH:13][C:14]4[CH:19]=[CH:18][CH:17]=[C:16]([O:20][C:21]5[CH:22]=[N:23][CH:24]=[CH:25][CH:26]=5)[CH:15]=4)=[O:12])=[CH:9][C:5]([C:1]([CH3:4])([CH3:2])[CH3:3])=[N:6]3)=[CH:36][CH:35]=2)[CH2:34][CH2:33][NH:32]1)=[O:45]. The product is OC(CNC(=O)C1NCCC2=CC(=CC=C12)N1N=C(C=C1NC(=O)NC1=CC(=CC=C1)OC=1C=NC=CC1)C(C)(C)C)CO (1-(1-(1-((2,3-dihydroxypropyl)carbamoyl)-1,2,3,4-tetrahydroisoquinolin-6-yl)-3-t-butyl-1H-pyrazol-5-yl)-3-(3-(pyridin-3-yloxy)phenyl)urea). The yield is 91.0%. The reactants are ClC=1C=CC2=C(C=CC3=C(S2)C=C(C=C3)C#N)C1 (8-chloro-3-cyanodibenzo[b,f]-thiepin), C(C)(=O)O (acetic acid), S(O)(O)(=O)=O (sulfuric acid), pure acid. Reported procedure: 550 Mg. 8-chloro-3-cyanodibenzo[b,f]-thiepin is refluxed for 16 hours in a mixture of 15 cc. acetic acid and 15 cc. 50% aqueous sulfuric acid. The reaction mixture is cooled down and the product filtered, washed with water and dried to yield 485 mg. (82% of the pure acid, m.p. 302°-304° C. Yields the product ClC=1C=CC2=C(C=CC3=C(S2)C=C(C=C3)C(=O)O)C1 (8-Chlorodibenzo[b,f]thiepin-3-carboxylic Acid). As a reaction SMILES: [Cl:1][C:2]1[CH:3]=[CH:4][C:5]2[S:11][C:10]3[CH:12]=C(C#N)[CH:14]=[CH:15][C:9]=3[CH:8]=[CH:7][C:6]=2[CH:18]=1.S(=O)(=O)(O)O.[C:24]([OH:27])(=[O:26])[CH3:25]>>[Cl:1][C:2]1[CH:3]=[CH:4][C:5]2[S:11][C:10]3[CH:12]=[C:25]([C:24]([OH:27])=[O:26])[CH:14]=[CH:15][C:9]=3[CH:8]=[CH:7][C:6]=2[CH:18]=1. Reactants: CCN(C(C)C)C(C)C, Cc1nnc(C2CCCN2)n1Cc1ccc(Cl)cc1, ClCCl, O=C(O)C(F)(F)F, O=C=Nc1ccc(C(F)(F)F)cc1, [Na+], O=C([O-])O. Product: Cc1nnc(C2CCCN2C(=O)Nc2ccc(C(F)(F)F)cc2)n1Cc1ccc(Cl)cc1. Reaction SMILES: [CH:40]([N:41]([CH2:42][CH3:43])[CH:44]([CH3:45])[CH3:46])([CH3:47])[CH3:48].[Cl:14][c:15]1[cH:16][cH:17][c:18]([CH2:19][n:20]2[c:21]([CH3:30])[n:22][n:23][c:24]2[CH:25]2[NH:26][CH2:27][CH2:28][CH2:29]2)[cH:31][cH:32]1.[Cl:54][CH2:55][Cl:56].[F:33][C:34]([F:35])([F:36])[C:37]([OH:38])=[O:39].[N:1](=[C:2]=[O:3])[c:4]1[cH:5][cH:6][c:7]([C:10]([F:11])([F:12])[F:13])[cH:8][cH:9]1.[Na+:53].[O-:49][C:50]([OH:51])=[O:52]>>[NH:1]([C:2](=[O:3])[N:26]1[CH:25]([c:24]2[n:20]([CH2:19][c:18]3[cH:17][cH:16][c:15]([Cl:14])[cH:32][cH:31]3)[c:21]([CH3:30])[n:22][n:23]2)[CH2:29][CH2:28][CH2:27]1)[c:4]1[cH:5][cH:6][c:7]([C:10]([F:11])([F:12])[F:13])[cH:8][cH:9]1.